From a dataset of the Open Reaction Database (ORD), a public repository of structured organic reaction records. describe an organic reaction: reactants, conditions, products, and yield Reactants: [Al+3], CCOC(=O)C(=O)Cl, [Cl-], [Cl-], [Cl-], ClCCCl, O=C(O)C(=O)c1cccc2c1Sc1ccccc1S2, Cc1ccc(S(=O)(=O)O)cc1, Cc1ccccc1C, CC(O)(C(=O)O)c1ccc2c(c1)Sc1ccccc1S2, c1ccc2c(c1)Sc1ccccc1S2. The product is CC(C(=O)O)c1ccc2c(c1)Sc1ccccc1S2. As a reaction SMILES: [Al+3:44].[C:35]([Cl:36])([C:37]([O:38][CH2:39][CH3:40])=[O:41])=[O:42].[Cl-:43].[Cl-:45].[Cl-:46].[Cl:77][CH2:78][CH2:79][Cl:80].[c:47]1([C:48](=[O:49])[C:50]([OH:51])=[O:52])[c:53]2[c:62]([cH:63][cH:64][cH:65]1)[S:61][c:56]1[c:55]([cH:60][cH:59][cH:58][cH:57]1)[S:54]2.[c:66]1([CH3:67])[cH:68][cH:69][c:70]([S:71]([OH:72])(=[O:73])=[O:74])[cH:75][cH:76]1.[c:81]1([CH3:82])[c:83]([CH3:84])[cH:85][cH:86][cH:87][cH:88]1.[cH:1]1[c:2]([C:15]([C:16](=[O:17])[OH:18])([CH3:19])[OH:20])[cH:3][cH:4][c:5]2[c:14]1[S:13][c:12]1[c:7]([cH:8][cH:9][cH:10][cH:11]1)[S:6]2.[cH:21]1[c:22]2[c:31]([cH:32][cH:33][cH:34]1)[S:30][c:25]1[c:24]([cH:29][cH:28][cH:27][cH:26]1)[S:23]2>>[cH:1]1[c:2]([CH:15]([C:16](=[O:17])[OH:18])[CH3:19])[cH:3][cH:4][c:5]2[c:14]1[S:13][c:12]1[c:7]([cH:8][cH:9][cH:10][cH:11]1)[S:6]2.